Task: describe an organic reaction: reactants, conditions, products, and yield. Dataset: the Open Reaction Database (ORD), a public repository of structured organic reaction records Starting materials: O (water), C1=CC=CC=2OC3=CC=CC=C3CC12 (xanthene), C(C1=CC=C(C(=O)Cl)C=C1)(=O)Cl (terephthaloyl chloride), [Cl-].[Al+3].[Cl-].[Cl-] (aluminum chloride). Solvent: ClC1=C(C=CC=C1)Cl (o-dichlorobenzene), ClC1=C(C=CC=C1)Cl (o-dichlorobenzene). Conditions: time 45 minute. The product is C1=C(C=CC=2OC3=CC=CC=C3CC12)C(=O)C1=CC=C(C=C1)C(=O)C1=CC=2CC3=CC=CC=C3OC2C=C1 (1,4-Bis-(2-xanthenoyl)benzene). RXN SMILES: [CH:1]1[C:14]2[CH2:13][C:12]3[C:7](=[CH:8][CH:9]=[CH:10][CH:11]=3)[O:6][C:5]=2[CH:4]=[CH:3][CH:2]=1.[C:15](Cl)(=[O:25])[C:16]1[CH:24]=[CH:23][C:19]([C:20](Cl)=[O:21])=[CH:18][CH:17]=1.[Cl-].[Al+3].[Cl-].[Cl-].[OH2:31]>ClC1C=CC=CC=1Cl>[CH:1]1[C:14]2[CH2:13][C:12]3[C:7](=[CH:8][CH:9]=[CH:10][CH:11]=3)[O:6][C:5]=2[CH:4]=[CH:3][C:2]=1[C:15]([C:16]1[CH:24]=[CH:23][C:19]([C:20]([C:4]2[CH:3]=[CH:2][C:1]3[O:31][C:11]4[C:12](=[CH:7][CH:8]=[CH:9][CH:10]=4)[CH2:13][C:14]=3[CH:5]=2)=[O:21])=[CH:18][CH:17]=1)=[O:25] |f:2.3.4.5|. Reported procedure: 1,4-Bis-(2-xanthenoyl)benzene was synthesized in this fashion: To a solution of 11.84 g of xanthene and 2.64 g of terephthaloyl chloride in 79 cc of o-dichlorobenzene chilled at 11° C. for 40 min,.was added, in a nitrogen atmosphere and without further cooling, 8.40 g of aluminum chloride portionwise so that the temperature did not rise above 26° C. The resulting deep reddish-brown solution was stirred for 45 min. It was then mixed with 240 cc of o-dichlorobenzene, and water was added. The mixtu...